From a dataset of the Open Reaction Database (ORD), a public repository of structured organic reaction records. describe an organic reaction: reactants, conditions, products, and yield Reactants: [OH-].[K+] (potassium hydroxide), Cl (hydrochloric acid), S(O)(O)(=O)=O (sulfuric acid), C(C)N(CCCNC1=NNC2=CC=CC=C12)CC (3-(3-diethylaminopropylamino)indazole), [OH-].[K+] (potassium hydroxide). Solvent: O (water), O (water). Reaction conditions: temperature 80 celsius, time 3 hour. Product: C(C)N(CCCNC1=NNC2=CC=C(C=C12)O)CC (3-(3-diethylaminopropylamino)-5-hydroxyindazole). Isolated yield 40.0%. RXN SMILES: S(=O)(=O)(O)O.[CH2:6]([N:8]([CH2:22][CH3:23])[CH2:9][CH2:10][CH2:11][NH:12][C:13]1[C:21]2[C:16](=[CH:17][CH:18]=[CH:19][CH:20]=2)[NH:15][N:14]=1)[CH3:7].[OH-:24].[K+].Cl>O>[CH2:22]([N:8]([CH2:6][CH3:7])[CH2:9][CH2:10][CH2:11][NH:12][C:13]1[C:21]2[C:16](=[CH:17][CH:18]=[C:19]([OH:24])[CH:20]=2)[NH:15][N:14]=1)[CH3:23] |f:2.3|. Reported procedure: To 4.3 g of 95% sulfuric acid was added 9.25 g of the 3-(3-diethylaminopropylamino)indazole, and the mixture was stirred for 3 hours at 80° C. To the mixture was added 13 ml of water, and the pH of the mixture was adjusted to 14 with potassium hydroxide. The mixture was washed twice with 20 ml of chloroform, and water was removed under reduced pressure. To the residue thus obtained were added 12.5 g of potassium hydroxide and 0.6 ml of water, and the mixture was stirred for 8 hours at 250° C. Af...